This data is from the Open Reaction Database (ORD), a public repository of structured organic reaction records. The task is: describe an organic reaction: reactants, conditions, products, and yield Reactants: CCO, CCCn1nc2c(N)nc3ccccc3c2c1CCCCN1C(=O)c2ccccc2C1=O, NN, O. Reaction SMILES: [CH3:36][CH2:37][OH:38].[NH2:1][c:2]1[n:3][c:4]2[cH:5][cH:6][cH:7][cH:8][c:9]2[c:10]2[c:11]1[n:12][n:13]([CH2:30][CH2:31][CH3:32])[c:14]2[CH2:15][CH2:16][CH2:17][CH2:18][N:19]1[C:20](=[O:21])[c:22]2[c:23]([cH:24][cH:25][cH:26][cH:27]2)[C:28]1=[O:29].[NH2:34][NH2:35].[OH2:33]>>[NH2:1][c:2]1[n:3][c:4]2[cH:5][cH:6][cH:7][cH:8][c:9]2[c:10]2[c:11]1[n:12][n:13]([CH2:30][CH2:31][CH3:32])[c:14]2[CH2:15][CH2:16][CH2:17][CH2:18][NH2:19]. The product is CCCn1nc2c(N)nc3ccccc3c2c1CCCCN.